Task: describe an organic reaction: reactants, conditions, products, and yield. Dataset: the Open Reaction Database (ORD), a public repository of structured organic reaction records Starting materials: BrC1=NN=C2N1CCN(C2)C(=O)OC(C)(C)C (tert-butyl 3-bromo-5,6-dihydro-[1,2,4]triazolo[4,3-a]pyrazine-7(8H)-carboxylate), C(Cl)(Cl)Cl (CHCl3), CC#N (MeCN), I(=O)(=O)(=O)[O-].[Na+] (sodium metaperiodate). The reagents and catalysts are O.[Ru](=O)=O (ruthenium (IV) oxide hydrate), O.[Ru](=O)=O (ruthenium (IV) oxide hydrate), O.[Ru](=O)=O (ruthenium (IV) oxide hydrate). Run in O (water), O (water). Run at time 1 hour. Yields the product BrC1=NN=C2N1CCN(C2=O)C(=O)OC(C)(C)C (tert-Butyl 3-bromo-8-oxo-5,6-dihydro-[1,2,4]triazolo[4,3-a]pyrazine-7(8H)-carboxylate). Isolated yield 63.4%. As a reaction SMILES: [Br:1][C:2]1[N:6]2[CH2:7][CH2:8][N:9]([C:11]([O:13][C:14]([CH3:17])([CH3:16])[CH3:15])=[O:12])[CH2:10][C:5]2=[N:4][N:3]=1.C(Cl)(Cl)Cl.CC#N.I([O-])(=O)(=O)=[O:26].[Na+]>O.O.[Ru](=O)=O>[Br:1][C:2]1[N:6]2[CH2:7][CH2:8][N:9]([C:11]([O:13][C:14]([CH3:17])([CH3:16])[CH3:15])=[O:12])[C:10](=[O:26])[C:5]2=[N:4][N:3]=1 |f:3.4,6.7|. Procedure details: To a vigorously stirred solution of tert-butyl 3-bromo-5,6-dihydro-[1,2,4]triazolo[4,3-a]pyrazine-7(8H)-carboxylate (1.0 g, 3.3 mmol) in 1:1 CHCl3:MeCN (25 mL) was added ruthenium (IV) oxide hydrate (65 mg, 0.43 mmol) and sodium metaperiodate (3.3 g, 15.5 mmol) in water (31 mL). After 1 h, additional ruthenium (IV) oxide hydrate (50 mg) was added. After another hour, a final portion of ruthenium (IV) oxide hydrate (30 mg) was added. Stirring was maintained for 30 minutes and then water was added... The product is CSc1cc(Cl)cc(Cl)c1. RXN SMILES: [Br-:13].[CH2:14]([P+:15]([CH2:16][CH2:17][CH2:18][CH3:19])([CH2:20][CH2:21][CH2:22][CH3:23])[CH2:24][CH2:25][CH2:26][CH3:27])[CH2:28][CH2:29][CH3:30].[CH3:10][S-:11].[Cl:1][c:2]1[cH:3][c:4]([Cl:5])[cH:6][c:7]([Cl:8])[cH:9]1.[Na+:12]>>[Cl:1][c:2]1[cH:3][c:4]([Cl:5])[cH:6][c:7]([S:11][CH3:10])[cH:9]1. Reactants: [Br-], CCCC[P+](CCCC)(CCCC)CCCC, C[S-], Clc1cc(Cl)cc(Cl)c1, [Na+]. The reactants are Cl (hydrochloric acid), S1C2=C(CC1)C=CC=C2 (2,3-dihydrobenzo[b]thiophene), [Cl-].[Al+3].[Cl-].[Cl-] (aluminum chloride), C(CC)(=O)Cl (propionyl chloride). The solvent is ClC=CCl (1,2-dichloroethylene), petroleum ether. Reaction conditions: temperature 10 celsius, time 3 hour. Product: C(CC)(=O)C1=CC2=C(SCC2)C=C1 (5-propionyl-2,3-dihydrobenzo[b]thiophene). Yield: 55.0%. Reaction SMILES: [Cl-].[Al+3].[Cl-].[Cl-].[S:5]1[CH2:9][CH2:8][C:7]2[CH:10]=[CH:11][CH:12]=[CH:13][C:6]1=2.Cl.[C:15](Cl)(=[O:18])[CH2:16][CH3:17]>ClC=CCl>[C:15]([C:11]1[CH:12]=[CH:13][C:6]2[S:5][CH2:9][CH2:8][C:7]=2[CH:10]=1)(=[O:18])[CH2:16][CH3:17] |f:0.1.2.3|. Procedure details: To 0.3M of aluminum chloride in 500 ml of 1,2-dichloroethylene, 0.21M of propionyl chloride are added, then slowly while stirring 0.2M of 2,3-dihydrobenzo[b]thiophene are added, temperature being maintained at about 10° C. The mixture is then still stirred for 3 hours at room temperature, then decomposed with a mixture of ice and hydrochloric acid. The organic phase is separated and the aqueous phase is extracted with 1,2-dichloroethylene. The combined organic phases are dried on MgSO4, filtered...